This data is from the Open Reaction Database (ORD), a public repository of structured organic reaction records. The task is: describe an organic reaction: reactants, conditions, products, and yield Starting materials: CCOC(=O)C (EtOAc), ice, COC(C(C)(C)N1CCC(CC1)SC=1C=CC2=C(C3=NC(=CN3CCO2)C=2N(N=CN2)C(C)C)C1)=O (2-{4-[2-(2-isopropyl-2H-[1,2,4]triazol-3-yl)-4,5-dihydro-6-oxa-1,3a-diazabenzo[e]azulen-9-ylsulfanyl]piperidin-1-yl}-2-methylpropionic acid methyl ester), [H-].[H-].[H-].[H-].[Li+].[Al+3] (LiAlH4). Solvent: C1CCOC1 (THF). Reaction conditions: temperature 0 celsius, time 1 hour. Product: C(C)(C)N1N=CN=C1C1=CN2CCOC3=C(C2=N1)C=C(C=C3)SC3CCN(CC3)C(CO)(C)C (2-{4-[2-(2-Isopropyl-2H-[1,2,4]triazol-3-yl)-4,5-dihydro-6-oxa-1,3a-diazabenzo[e]azulen-9-ylsulfanyl]piperidin-1-yl}-2-methylpropan-1-ol). Isolated yield 97.8%. As a reaction SMILES: C[O:2][C:3](=O)[C:4]([N:7]1[CH2:12][CH2:11][CH:10]([S:13][C:14]2[CH:15]=[CH:16][C:17]3[O:26][CH2:25][CH2:24][N:23]4[C:19](=[N:20][C:21]([C:27]5[N:28]([CH:32]([CH3:34])[CH3:33])[N:29]=[CH:30][N:31]=5)=[CH:22]4)[C:18]=3[CH:35]=2)[CH2:9][CH2:8]1)([CH3:6])[CH3:5].[H-].[H-].[H-].[H-].[Li+].[Al+3].CCOC(C)=O>C1COCC1>[CH:32]([N:28]1[C:27]([C:21]2[N:20]=[C:19]3[N:23]([CH2:24][CH2:25][O:26][C:17]4[CH:16]=[CH:15][C:14]([S:13][CH:10]5[CH2:9][CH2:8][N:7]([C:4]([CH3:6])([CH3:5])[CH2:3][OH:2])[CH2:12][CH2:11]5)=[CH:35][C:18]=43)[CH:22]=2)=[N:31][CH:30]=[N:29]1)([CH3:34])[CH3:33] |f:1.2.3.4.5.6|. Procedure: To an ice-cooled solution of 2-{4-[2-(2-isopropyl-2H-[1,2,4]triazol-3-yl)-4,5-dihydro-6-oxa-1,3a-diazabenzo[e]azulen-9-ylsulfanyl]piperidin-1-yl}-2-methylpropionic acid methyl ester (0.485 mmol) in THF (20 mL) was added LiAlH4 (1.0M in THF, 1.5 mL) and the mixture was stirred at 0° C. for 1 h. To the reaction mixture was added EtOAc (0.5 mL) and stirring was continued for 10 min. Volatiles were then removed under reduced pressure and the resulting residue was partitioned between DCM and 10% aq. ... Starting materials: CCO, CCOC(=O)Cl, ClCCl, Cl, COC(=O)CN(C(=O)c1ccc2c(c1)nc(CNc1ccc(C(=N)N)cc1)n2C)c1ccccn1. The product is CCOC(=O)NC(=N)c1ccc(NCc2nc3cc(C(=O)N(CC(=O)OC)c4ccccn4)ccc3n2C)cc1. Reaction SMILES: [CH2:43]([OH:44])[CH3:45].[Cl:37][C:38](=[O:39])[O:40][CH2:41][CH3:42].[Cl:46][CH2:47][Cl:48].[ClH:1].[n:2]1[c:3]([N:8]([C:9](=[O:10])[c:11]2[cH:12][c:13]3[c:14]([n:15]([CH3:29])[c:16]([CH2:18][NH:19][c:20]4[cH:21][cH:22][c:23]([C:26]([NH2:27])=[NH:28])[cH:24][cH:25]4)[n:17]3)[cH:30][cH:31]2)[CH2:32][C:33](=[O:34])[O:35][CH3:36])[cH:4][cH:5][cH:6][cH:7]1>>[n:2]1[c:3]([N:8]([C:9](=[O:10])[c:11]2[cH:12][c:13]3[c:14]([n:15]([CH3:29])[c:16]([CH2:18][NH:19][c:20]4[cH:21][cH:22][c:23]([C:26](=[NH:27])[NH:28][C:38](=[O:39])[O:40][CH2:41][CH3:42])[cH:24][cH:25]4)[n:17]3)[cH:30][cH:31]2)[CH2:32][C:33](=[O:34])[O:35][CH3:36])[cH:4][cH:5][cH:6][cH:7]1. Reactants: CC(C)(c1ccc(S(=O)(=O)Cl)cc1)c1cocn1, Cc1ccc(C(=O)c2cc(Cl)ccc2N)cn1, c1ccncc1. Product: Cc1ccc(C(=O)c2cc(Cl)ccc2NS(=O)(=O)c2ccc(C(C)(C)c3cocn3)cc2)cn1. Reaction SMILES: [CH3:18][C:19]([CH3:20])([c:21]1[n:22][cH:23][o:24][cH:25]1)[c:26]1[cH:27][cH:28][c:29]([S:32](=[O:33])(=[O:34])[Cl:35])[cH:30][cH:31]1.[NH2:1][c:2]1[c:3]([C:9](=[O:10])[c:11]2[cH:12][n:13][c:14]([CH3:17])[cH:15][cH:16]2)[cH:4][c:5]([Cl:8])[cH:6][cH:7]1.[cH:36]1[cH:37][cH:38][n:39][cH:40][cH:41]1>>[NH:1]([c:2]1[c:3]([C:9](=[O:10])[c:11]2[cH:12][n:13][c:14]([CH3:17])[cH:15][cH:16]2)[cH:4][c:5]([Cl:8])[cH:6][cH:7]1)[S:32]([c:29]1[cH:28][cH:27][c:26]([C:19]([CH3:18])([CH3:20])[c:21]2[n:22][cH:23][o:24][cH:25]2)[cH:31][cH:30]1)(=[O:33])=[O:34]. The reactants are C1=CCCCC1 (cyclohexene), C1C=CC2C1C3CC2C=C3 (dicyclopentadiene). The solvent is C(Cl)(Cl)Cl (chloroform). Reaction conditions: time 5 hour. Yields the product C12C3CCCCC3C(C=C1)C2 (tricyclo [6.2.1.02,7 ] undec-9-ene). RXN SMILES: [CH:1]1CCCCC=1.[CH2:7]1[CH:11]2[CH:12]3[CH:16]=[CH:15][CH:14]([CH:10]2[CH:9]=[CH:8]1)[CH2:13]3>C(Cl)(Cl)Cl>[CH:12]12[CH2:13][CH:14]([CH:15]=[CH:16]1)[CH:10]1[CH:11]2[CH2:7][CH2:1][CH2:8][CH2:9]1. Procedure: 82 g. (1 mole) of cyclohexene and 66 g. (0.5 mole) of dicyclopentadiene are reacted according to the batch procedure in 300 g. of chloroform. The reaction is carried out for 5 hours at 220° C. to produce a moderate yield of tricyclo [6.2.1.02,7 ] undec-9-ene. Starting materials: C1C(CC2=CC=CC=C12)NCC1=C(C=C(C=C1F)B(O)O)F ({4-[(2,3-dihydro-1H-inden-2-ylamino)methyl]-3,5-difluoro-phenyl}boronic acid), BrC=1C=C(C=CC1)[N+](=O)[O-] (3-bromonitrobenzene), C(=O)([O-])[O-].[Na+].[Na+] (Na2CO3). Reagents/catalysts: C1=CC=C(C=C1)P([C-]2C=CC=C2)C3=CC=CC=C3.C1=CC=C(C=C1)P([C-]2C=CC=C2)C3=CC=CC=C3.Cl[Pd]Cl.[Fe+2] (PdCl2(dppf)2). The solvent is COCCOC (DME), CCOC(=O)C (EtOAc). Conditions: temperature 80 celsius, time 45 minute. The product is FC=1C=C(C=C(C1CNC1CC2=CC=CC=C2C1)F)C1=CC(=CC=C1)[N+](=O)[O-] (N-[(3,5-difluoro-3′-nitro-4-biphenylyl)methyl]-2,3-dihydro-1H-inden-2-amine). As a reaction SMILES: [CH2:1]1[C:9]2[C:4](=[CH:5][CH:6]=[CH:7][CH:8]=2)[CH2:3][CH:2]1[NH:10][CH2:11][C:12]1[C:17]([F:18])=[CH:16][C:15](B(O)O)=[CH:14][C:13]=1[F:22].Br[C:24]1[CH:25]=[C:26]([N+:30]([O-:32])=[O:31])[CH:27]=[CH:28][CH:29]=1.C([O-])([O-])=O.[Na+].[Na+]>COCCOC.CCOC(C)=O.C1C=CC(P(C2C=CC=CC=2)[C-]2C=CC=C2)=CC=1.C1C=CC(P(C2C=CC=CC=2)[C-]2C=CC=C2)=CC=1.Cl[Pd]Cl.[Fe+2]>[F:22][C:13]1[CH:14]=[C:15]([C:24]2[CH:29]=[CH:28][CH:27]=[C:26]([N+:30]([O-:32])=[O:31])[CH:25]=2)[CH:16]=[C:17]([F:18])[C:12]=1[CH2:11][NH:10][CH:2]1[CH2:3][C:4]2[C:9](=[CH:8][CH:7]=[CH:6][CH:5]=2)[CH2:1]1 |f:2.3.4,7.8.9.10|. Procedure details: A mixture of {4-[(2,3-dihydro-1H-inden-2-ylamino)methyl]-3,5-difluoro-phenyl}boronic acid (740 mg, 2.44 mmol; Ex V-22), 3-bromonitrobenzene (495 mg, 2.44 mmol), PdCl2(dppf)2 (100 mg, 0.12 mmol) and Na2CO3 (4.90 mL, 2.0 M (aq)) in DME (10 mL) was stirred at 80° C. for 45 min. The mixture was diluted with EtOAc then filtered through a pad of Celite and silica gel. The filtrate was washed with H2O and brine, dried over Na2SO4 then concentrated to give N-[(3,5-difluoro-3′-nitro-4-biphenylyl)methyl]-... Reactants: BrBr (bromine), CN1C(C=CC(=C1)C1=NC=CN=C1)=O (1-methyl-5-(2-pyrazinyl)-2-pyridone). Solvent: C(C)(=O)O (acetic acid). Run at time 8 hour. Product: BrC=1C(N(C=C(C1)C1=NC=CN=C1)C)=O (3-bromo-1-methyl-5-(2-pyrazinyl)-2-pyridone). As a reaction SMILES: [Br:1]Br.[CH3:3][N:4]1[CH:9]=[C:8]([C:10]2[CH:15]=[N:14][CH:13]=[CH:12][N:11]=2)[CH:7]=[CH:6][C:5]1=[O:16]>C(O)(=O)C>[Br:1][C:6]1[C:5](=[O:16])[N:4]([CH3:3])[CH:9]=[C:8]([C:10]2[CH:15]=[N:14][CH:13]=[CH:12][N:11]=2)[CH:7]=1. Reported procedure: 2.5 ml of bromine are added to a solution of 1-methyl-5-(2-pyrazinyl)-2-pyridone (3.5 g) in glacial acetic acid (150 ml). The reaction mixture is filtered and the filtered solid washed with glacial acetic acid. The filtrate is evaporated in vacuum and the oily residue treated with aqueous sodium bisulfate. The filtered solid is suspended in 250 ml of distilled H2O to which has been added 7 g of sodium bisulfate. A solution of saturated potassium carbonate is added to the suspension to bring the ... The reactants are CC1=C(C=CC(=C1)C)S (2,4-dimethyl-benzenethiol), BrC1=C(C=CC(=C1)Br)I (2,4-dibromo-1-iodo-benzene), BrC1=C(C=CC(=C1)Br)N (2,4-dibromo-phenylamine). Product: BrC1=C(C=CC(=C1)Br)SC1=C(C=C(C=C1)C)C (1,5-Dibromo-2-(2,4-dimethyl-phenylsulfanyl)-benzene). RXN SMILES: [CH3:1][C:2]1[CH:7]=[C:6]([CH3:8])[CH:5]=[CH:4][C:3]=1[SH:9].[Br:10][C:11]1[CH:16]=[C:15]([Br:17])[CH:14]=[CH:13][C:12]=1I.BrC1C=C(Br)C=CC=1N>>[Br:10][C:11]1[CH:16]=[C:15]([Br:17])[CH:14]=[CH:13][C:12]=1[S:9][C:3]1[CH:4]=[CH:5][C:6]([CH3:8])=[CH:7][C:2]=1[CH3:1]. Procedure details: Prepared from 2,4-dimethyl-benzenethiol and 2,4-dibromo-1-iodo-benzene (prepared from 2,4-dibromo-phenylamine by diazotization according to the general procedure by Tunney and Stille J. Org. Chem. 1987, 52, 748-753). The reactants are [OH-].[Na+] (NaOH), NC1CCN(CC1)C(=O)OC(C)(C)C (tert-butyl 4-aminopiperidine-1-carboxylate), COC=1C=C(C(=O)Cl)C=CC1 (3-methoxybenzoyl chloride), Cl (HCl). Solvent: O (water), CC(C)O (IPA), CCN(CC)CC (Et3N). Reaction conditions: time 2 hour. Product: COC=1C=C(C(=O)NC2CCNCC2)C=CC1 (3-methoxy-N-(piperidin-4-yl)benzamide). Reaction SMILES: [NH2:1][CH:2]1[CH2:7][CH2:6][N:5](C(OC(C)(C)C)=O)[CH2:4][CH2:3]1.[CH3:15][O:16][C:17]1[CH:18]=[C:19]([CH:23]=[CH:24][CH:25]=1)[C:20](Cl)=[O:21].Cl.[OH-].[Na+]>CC(O)C.O.CCN(CC)CC>[CH3:15][O:16][C:17]1[CH:18]=[C:19]([CH:23]=[CH:24][CH:25]=1)[C:20]([NH:1][CH:2]1[CH2:3][CH2:4][NH:5][CH2:6][CH2:7]1)=[O:21] |f:3.4|. Procedure: Step R1-4: To a solution of tert-butyl 4-aminopiperidine-1-carboxylate (150 g) and Et3N (209 mL) in IPA (1.0 L) was added 3-methoxybenzoyl chloride (102 mL) over 40 minutes under ice cooling. The mixture was stirred at room temperature for 2 hours. After cooling to 0° C., 12 M aqueous HCl (0.5 L) was added to the mixture over 30 minutes and the mixture was stirred at 50° C. for 1 hour. After cooling to 0° C., 12 M aqueous NaOH (0.5 L) and water (0.4 L) were added over 40 minutes to the reaction ... The reactants are CC(C)C(N)C(=O)O, CS(C)=O, CC(C)Oc1ccc(-c2nc(-c3cccc4c(Cl)nccc34)no2)cc1Cl, ClCCl, [H-], [Na+]. Product: CC(C)Oc1ccc(-c2nc(-c3cccc4c(NC(C(=O)O)C(C)C)nccc34)no2)cc1Cl. Reaction SMILES: [CH3:1][CH:2]([CH3:3])[CH:4]([NH2:5])[C:6]([OH:7])=[O:8].[CH3:38][S:39](=[O:40])[CH3:41].[Cl:11][c:12]1[n:13][cH:14][cH:15][c:16]2[c:17](-[c:22]3[n:23][o:24][c:25](-[c:27]4[cH:28][c:29]([Cl:37])[c:30]([O:33][CH:34]([CH3:35])[CH3:36])[cH:31][cH:32]4)[n:26]3)[cH:18][cH:19][cH:20][c:21]12.[Cl:42][CH2:43][Cl:44].[H-:9].[Na+:10]>>[CH3:1][CH:2]([CH3:3])[CH:4]([NH:5][c:12]1[n:13][cH:14][cH:15][c:16]2[c:17](-[c:22]3[n:23][o:24][c:25](-[c:27]4[cH:28][c:29]([Cl:37])[c:30]([O:33][CH:34]([CH3:35])[CH3:36])[cH:31][cH:32]4)[n:26]3)[cH:18][cH:19][cH:20][c:21]12)[C:6]([OH:7])=[O:8]. Reactants: CN1N=CC(=C1)C=1C=2N(C=CN1)N=C(N2)N (8-(1-Methyl-1H-pyrazol-4-yl)-[1,2,4]triazolo[1,5-a]pyrazin-2-ylamine), ClC=1C=CC2=C(NC(C(O2)(C)C)=O)C1 (6-chloro-2,2-dimethyl-4H-benzo[1,4]oxazin-3-one), NC1=C(C=CC(=C1)Cl)O (2-amino-4-chlorphenol), BrC(C(=O)Br)(C)C (2-bromo-2-methyl-propanoyl bromide). Reaction SMILES: [CH3:1][N:2]1[CH:6]=[C:5]([C:7]2[C:8]3[N:9]([N:13]=[C:14]([NH2:16])[N:15]=3)[CH:10]=[CH:11][N:12]=2)[CH:4]=[N:3]1.Cl[C:18]1[CH:19]=[CH:20][C:21]2[O:26][C:25]([CH3:28])([CH3:27])[C:24](=[O:29])[NH:23][C:22]=2[CH:30]=1.NC1C=C(Cl)C=CC=1O.BrC(C)(C)C(Br)=O>>[CH3:27][C:25]1([CH3:28])[C:24](=[O:29])[NH:23][C:22]2[CH:30]=[C:18]([NH:16][C:14]3[N:15]=[C:8]4[C:7]([C:5]5[CH:4]=[N:3][N:2]([CH3:1])[CH:6]=5)=[N:12][CH:11]=[CH:10][N:9]4[N:13]=3)[CH:19]=[CH:20][C:21]=2[O:26]1. Product: CC1(OC2=C(NC1=O)C=C(C=C2)NC2=NN1C(C(=NC=C1)C=1C=NN(C1)C)=N2)C (2,2-dimethyl-6-[8-(1-methyl-1H-pyrazol-4-yl)-[1,2,4]triazolo[1,5-a]pyrazin-2-ylamino]-4H-benzo[1,4]oxazin-3-one). Procedure details: 8-(1-Methyl-1H-pyrazol-4-yl)-[1,2,4]triazolo[1,5-a]pyrazin-2-ylamine is coupled with 6-chloro-2,2-dimethyl-4H-benzo[1,4]oxazin-3-one, available by reaction of 2-amino-4-chlorphenol with 2-bromo-2-methyl-propanoyl bromide under basic conditions, using general procedure 2 gave the title compound as a solid.